This data is from the Open Reaction Database (ORD), a public repository of structured organic reaction records. The task is: describe an organic reaction: reactants, conditions, products, and yield The product is COC([C@H](C\C=C\C1=CC=C(C=C1)N(C1=NC=CC=N1)C)NC(C1=C(C=CC=C1Cl)Cl)=O)=O ((S,E)-2-(2,6-dichlorobenzamido)-5-[4-(methyl-pyrimidin-2-ylamino)phenyl]pent-4-enoic acid methyl ester). Reaction conditions: temperature 80 celsius, time 3 hour. The yield is 66.4%. RXN SMILES: CC1C=CC=CC=1P(C1C=CC=CC=1C)C1C=CC=CC=1C.[CH3:23][O:24][C:25](=[O:41])[C@@H:26]([NH:30][C:31](=[O:40])[C:32]1[C:37]([Cl:38])=[CH:36][CH:35]=[CH:34][C:33]=1[Cl:39])[CH2:27][CH:28]=[CH2:29].I[C:43]1[CH:48]=[CH:47][C:46]([N:49]([CH3:56])[C:50]2[N:55]=[CH:54][CH:53]=[CH:52][N:51]=2)=[CH:45][CH:44]=1.C(=O)([O-])[O-].[K+].[K+]>CN(C=O)C.C([O-])(=O)C.[Pd+2].C([O-])(=O)C.C(OCC)(=O)C>[CH3:23][O:24][C:25](=[O:41])[C@@H:26]([NH:30][C:31](=[O:40])[C:32]1[C:33]([Cl:39])=[CH:34][CH:35]=[CH:36][C:37]=1[Cl:38])[CH2:27]/[CH:28]=[CH:29]/[C:43]1[CH:48]=[CH:47][C:46]([N:49]([CH3:56])[C:50]2[N:51]=[CH:52][CH:53]=[CH:54][N:55]=2)=[CH:45][CH:44]=1 |f:3.4.5,7.8.9|. The solvent is CN(C)C=O (DMF), C(C)(=O)OCC (ethyl acetate). Reactants: CC1=C(C=CC=C1)P(C1=C(C=CC=C1)C)C1=C(C=CC=C1)C (tris(2-methylphenyl)phosphine), COC([C@H](CC=C)NC(C1=C(C=CC=C1Cl)Cl)=O)=O ((S)-2-(2,6-dichlorobenzamido)pent-4-enoic acid methyl ester), IC1=CC=C(C=C1)N(C1=NC=CC=N1)C (N-(4-iodophenyl)-N-methylpyrimidin-2-amine), C([O-])([O-])=O.[K+].[K+] (potassium carbonate). The reagents and catalysts are C(C)(=O)[O-].[Pd+2].C(C)(=O)[O-] (palladium acetate). Procedure details: Under an argon atmosphere, palladium acetate (93.2 mg) and tris(2-methylphenyl)phosphine (121.2 mg) were added to a suspension of (S)-2-(2,6-dichlorobenzamido)pent-4-enoic acid methyl ester (1.20 g), N-(4-iodophenyl)-N-methylpyrimidin-2-amine (1.24 g) and potassium carbonate (824 mg) in DMF (20 ml), and the resulting mixture was stirred at 80° C. for 3 hours. After cooling the reaction solution to room temperature, ethyl acetate was added thereto, and the resulting mixture was washed twice with ...